From a dataset of the Open Reaction Database (ORD), a public repository of structured organic reaction records. describe an organic reaction: reactants, conditions, products, and yield The reactants are [Al+3], CCCCCC(=O)Cl, CC(C)Cc1ccccc1, [Cl-], [Cl-], [Cl-], ClCCl, O. Product: CCCCCC(=O)c1ccc(CC(C)C)cc1. As a reaction SMILES: [Al+3:2].[C:5]([CH2:6][CH2:7][CH2:8][CH2:9][CH3:10])(=[O:11])[Cl:12].[CH3:13][CH:14]([CH3:15])[CH2:16][c:17]1[cH:18][cH:19][cH:20][cH:21][cH:22]1.[Cl-:1].[Cl-:3].[Cl-:4].[Cl:24][CH2:25][Cl:26].[OH2:23]>>[C:5]([CH2:6][CH2:7][CH2:8][CH2:9][CH3:10])(=[O:11])[c:20]1[cH:19][cH:18][c:17]([CH2:16][CH:14]([CH3:13])[CH3:15])[cH:22][cH:21]1. Reactants: C1CCOC1, C[Si](C)(C)[N-][Si](C)(C)C, Cl, Nc1ccc(SC(F)(F)F)cc1, O=C(O)c1ccncc1F, [Li+]. Yields the product O=C(O)c1ccncc1Nc1ccc(SC(F)(F)F)cc1. Reaction SMILES: [CH2:34]1[O:35][CH2:36][CH2:37][CH2:38]1.[CH3:24][Si:25]([N-:26][Si:27]([CH3:28])([CH3:29])[CH3:30])([CH3:31])[CH3:32].[ClH:33].[F:11][C:12]([S:13][c:14]1[cH:15][cH:16][c:17]([NH2:18])[cH:19][cH:20]1)([F:21])[F:22].[F:1][c:2]1[c:3]([C:4](=[O:5])[OH:6])[cH:7][cH:8][n:9][cH:10]1.[Li+:23]>>[c:2]1([NH:18][c:17]2[cH:16][cH:15][c:14]([S:13][C:12]([F:11])([F:21])[F:22])[cH:20][cH:19]2)[c:3]([C:4](=[O:5])[OH:6])[cH:7][cH:8][n:9][cH:10]1. The reactants are O=C1CCC(=O)N1Br, Cc1c(Cl)cc2sc(=O)n(C)c2c1Cl, ClCCl, COC(C)(C)CC(C)(C#N)N=NC(C)(C#N)CC(C)(C)OC. Product: Cn1c(=O)sc2cc(Cl)c(CBr)c(Cl)c21. RXN SMILES: [Br:15][N:16]1[C:17](=[O:18])[CH2:19][CH2:20][C:21]1=[O:22].[Cl:1][c:2]1[c:3]([CH3:14])[c:4]([Cl:13])[cH:5][c:6]2[c:7]1[n:8]([CH3:12])[c:9](=[O:11])[s:10]2.[Cl:45][CH2:46][Cl:47].[N:23]([C:24]([CH3:25])([CH2:26][C:27]([CH3:28])([O:29][CH3:30])[CH3:31])[C:32]#[N:33])=[N:34][C:35]([CH3:36])([CH2:37][C:38]([O:39][CH3:40])([CH3:41])[CH3:42])[C:43]#[N:44]>>[Cl:1][c:2]1[c:3]([CH2:14][Br:15])[c:4]([Cl:13])[cH:5][c:6]2[c:7]1[n:8]([CH3:12])[c:9](=[O:11])[s:10]2. The reactants are COC=1C=C(C=CC1N1N=CN=C1)N (3-Methoxy-4-(1H-1,2,4-triazol-1-yl)benzenamine), ClC1=CC=C(C=C1)C=1C=C(NC1)C(=O)O (4-(4-chlorophenyl)-1H-pyrrole-2-carboxylic acid). Yields the product ClC1=CC=C(C=C1)C=1C=C(NC1)C(=O)NC1=CC(=C(C=C1)N1N=CN=C1)OC (4-(4-chlorophenyl)-N-(3-methoxy-4-(1H-1,2,4-triazol-1-yl)phenyl)-1H-pyrrole-2-carboxamide). RXN SMILES: [CH3:1][O:2][C:3]1[CH:4]=[C:5]([NH2:14])[CH:6]=[CH:7][C:8]=1[N:9]1[CH:13]=[N:12][CH:11]=[N:10]1.[Cl:15][C:16]1[CH:21]=[CH:20][C:19]([C:22]2[CH:23]=[C:24]([C:27](O)=[O:28])[NH:25][CH:26]=2)=[CH:18][CH:17]=1>>[Cl:15][C:16]1[CH:21]=[CH:20][C:19]([C:22]2[CH:23]=[C:24]([C:27]([NH:14][C:5]3[CH:6]=[CH:7][C:8]([N:9]4[CH:13]=[N:12][CH:11]=[N:10]4)=[C:3]([O:2][CH3:1])[CH:4]=3)=[O:28])[NH:25][CH:26]=2)=[CH:18][CH:17]=1. Procedure: 3-Methoxy-4-(1H-1,2,4-triazol-1-yl)benzenamine, prepared as described in Bioorg. Med. Chem. Lett. 2003, 13, 2059, was converted to the title compound (45 mg) by acylation with 4-(4-chlorophenyl)-1H-pyrrole-2-carboxylic acid (30 mg) following the procedure described in step C of Example 1. MS (ESI) 394 (M+H)+. Starting materials: CCO, [OH-], [OH-], CC(C)(C)OC(=O)NCCC1(O)CCN(Cc2ccccc2)CC1, [Pd+2]. The product is CC(C)(C)OC(=O)NCCC1(O)CCNCC1. Reaction SMILES: [CH3:25][CH2:26][OH:27].[OH-:28].[OH-:29].[OH:1][C:2]1([CH2:15][CH2:16][NH:17][C:18]([O:19][C:20]([CH3:21])([CH3:22])[CH3:23])=[O:24])[CH2:3][CH2:4][N:5]([CH2:8][c:9]2[cH:10][cH:11][cH:12][cH:13][cH:14]2)[CH2:6][CH2:7]1.[Pd+2:30]>>[OH:1][C:2]1([CH2:15][CH2:16][NH:17][C:18]([O:19][C:20]([CH3:21])([CH3:22])[CH3:23])=[O:24])[CH2:3][CH2:4][NH:5][CH2:6][CH2:7]1. The reactants are [K] (potassium), C(C1=CC=CC=C1)Br (benzyl bromide), C([O-])([O-])=O.[K+].[K+] (potassium carbonate), OC=1C(=NC=CC1)CCCC1=CC=C(C(=O)OC)C=C1 (Methyl 4-[3-(3-hydroxy-2-pyridyl)propyl]benzoate). The solvent is CN(C)C=O (DMF). Yields the product C(C1=CC=CC=C1)OC=1C(=NC=CC1)CCCC1=CC=C(C(=O)OC)C=C1 (methyl 4-[3-(3-benzyloxy-2-pyridyl)propyl]benzoate). As a reaction SMILES: [OH:1][C:2]1[C:3]([CH2:8][CH2:9][CH2:10][C:11]2[CH:20]=[CH:19][C:14]([C:15]([O:17][CH3:18])=[O:16])=[CH:13][CH:12]=2)=[N:4][CH:5]=[CH:6][CH:7]=1.[CH2:21](Br)[C:22]1[CH:27]=[CH:26][CH:25]=[CH:24][CH:23]=1.C(=O)([O-])[O-].[K+].[K+].[K]>CN(C=O)C>[CH2:21]([O:1][C:2]1[C:3]([CH2:8][CH2:9][CH2:10][C:11]2[CH:20]=[CH:19][C:14]([C:15]([O:17][CH3:18])=[O:16])=[CH:13][CH:12]=2)=[N:4][CH:5]=[CH:6][CH:7]=1)[C:22]1[CH:27]=[CH:26][CH:25]=[CH:24][CH:23]=1 |f:2.3.4,^1:34|. Procedure: Methyl 4-[3-(3-hydroxy-2-pyridyl)propyl]benzoate (0.87 g, 3.2 mmol) was dissolved in DMF (5 ml) and treated with benzyl bromide (0.66 g, 3.9 mmol) and potassium carbonate (0.53 g, 3.8 mmol). The reaction was stirred at ambient temperature potassium overnight and then partitioned between EtOAc/water. The organic phase was washed well with water, dried (MgSO4) and evaporated. The residue was purified (SiO2, CH2Cl2 /EtOAc) to give methyl 4-[3-(3-benzyloxy-2-pyridyl)propyl]benzoate as a pale yellow ... Reactants: ClC=1C=CC(=C(C(=O)Cl)C1)OC1=C(C=CC=C1)C (5-Chloro-2-(2'-methylphenoxy)benzoyl chloride). Reagents/catalysts: [Pd] (palladium on barium carbonate). The solvent is C1(=CC=CC=C1)C (toluene). The product is ClC=1C=CC(=C(C=O)C1)OC1=C(C=CC=C1)C (5-Chloro-2-(2'-methylphenoxy)benzaldehyde), solid. RXN SMILES: [Cl:1][C:2]1[CH:3]=[CH:4][C:5]([O:11][C:12]2[CH:17]=[CH:16][CH:15]=[CH:14][C:13]=2[CH3:18])=[C:6]([CH:10]=1)[C:7](Cl)=[O:8]>C1(C)C=CC=CC=1.[Pd]>[Cl:1][C:2]1[CH:3]=[CH:4][C:5]([O:11][C:12]2[CH:17]=[CH:16][CH:15]=[CH:14][C:13]=2[CH3:18])=[C:6]([CH:10]=1)[CH:7]=[O:8]. Reported procedure: 5-Chloro-2-(2'-methylphenoxy)benzoyl chloride (5.0 g) was dissolved in toluene (50 mls) and the catalyst poison (0.7 mls) followed by the catalyst (0.7 g; 5% palladium on barium carbonate) were added. Hydrogen was then bubbled through the stirred mixture at 100° until no more hydrogen chloride was evolved. The mixture was then cooled to 40°. Animal charcoal (0.2 g) was added and the mixture was filtered through kieselguhr. Evaporation of the solvent from the filtrate gave an oil which was purifi...